Dataset: the Open Reaction Database (ORD), a public repository of structured organic reaction records. Task: describe an organic reaction: reactants, conditions, products, and yield Starting materials: COC(CCN1C(NC2=C1C=CC=C2)=O)=O (3-(2-Oxo-2,3-dihydro-benzimidazol-1-yl)-propionic acid methyl ester), [H-].[Na+] (sodium hydride), BrCC1=CC=CC2=C1SC=C2 (7-bromomethyl-benzo[b]thiophene). The solvent is C(C)(=O)OCC (ethyl acetate), CC(=O)N(C)C (DMA). Reaction conditions: temperature 120 celsius. Yields the product S1C=CC2=C1C(=CC=C2)CN2C(N(C1=C2C=CC=C1)CCC(=O)O)=O (3-[3-(1-benzothien-7-ylmethyl)-2-oxo-2,3-dihydro-1H-benzimidazol-1-yl]propanoic acid). Isolated yield 6.2%. RXN SMILES: C[O:2][C:3](=[O:16])[CH2:4][CH2:5][N:6]1[C:10]2[CH:11]=[CH:12][CH:13]=[CH:14][C:9]=2[NH:8][C:7]1=[O:15].[H-].[Na+].Br[CH2:20][C:21]1[C:26]2[S:27][CH:28]=[CH:29][C:25]=2[CH:24]=[CH:23][CH:22]=1>CC(N(C)C)=O.C(OCC)(=O)C>[S:27]1[C:26]2[C:21]([CH2:20][N:8]3[C:9]4[CH:14]=[CH:13][CH:12]=[CH:11][C:10]=4[N:6]([CH2:5][CH2:4][C:3]([OH:2])=[O:16])[C:7]3=[O:15])=[CH:22][CH:23]=[CH:24][C:25]=2[CH:29]=[CH:28]1 |f:1.2|. Procedure: To a solution of 3-(2-Oxo-2,3-dihydro-benzimidazol-1-yl)-propionic acid methyl ester (200 mg, 0.91 mmol) in DMA (5 ml) was added sodium hydride (60% oil dispersion, 55 mg, 1.4 mmol). The resulting mixture was stirred for 10 minutes at ambient temperature after which time 7-bromomethyl-benzo[b]thiophene (206 mg, 0.91 mmol) was added. The reaction was heated at 120° C. in a microwave for 20 minutes. Upon cooling to ambient temperature the reaction was diluted with ethyl acetate and washed with NaH... Starting materials: ClC=1N=C(C2=C(N1)CN(C2)C)N2[C@H](COCC2)C ((S)-4-(2-chloro-6-methyl-6,7-dihydro-5H-pyrrolo[3,4-d]pyrimidin-4-yl)-3-methylmorpholine), CC1=CC(=NO1)NC(=O)NC1=CC=C(C=C1)B1OC(C(O1)(C)C)(C)C (1-(5-methylisoxazol-3-yl)-3-(4-(4,4,5,5-tetramethyl-1,3,2-dioxaborolan-2-yl)phenyl)urea), ClC=1N=C(C2=C(N1)CN(C2)C)N2[C@H](COCC2)C ((S)-4-(2-chloro-6-methyl-6,7-dihydro-5H-pyrrolo[3,4-d]pyrimidin-4-yl)-3-methylmorpholine), CC1=CC(=NO1)NC(=O)NC1=CC=C(C=C1)B1OC(C(O1)(C)C)(C)C (1-(5-methylisoxazol-3-yl)-3-(4-(4,4,5,5-tetramethyl-1,3,2-dioxaborolan-2-yl)phenyl)urea). Product: CN1CC=2N=C(N=C(C2C1)N1[C@H](COCC1)C)C1=CC=C(C=C1)NC(=O)NC1=NOC(=C1)C ((S)-1-(4-(6-methyl-4-(3-methylmorpholino)-6,7-dihydro-5H-pyrrolo[3,4-d]pyrimidin-2-yl)phenyl)-3-(5-methylisoxazol-3-yl)urea). RXN SMILES: Cl[C:2]1[N:3]=[C:4]([N:12]2[CH2:17][CH2:16][O:15][CH2:14][C@@H:13]2[CH3:18])[C:5]2[CH2:10][N:9]([CH3:11])[CH2:8][C:6]=2[N:7]=1.[CH3:19][C:20]1[O:24][N:23]=[C:22]([NH:25][C:26]([NH:28][C:29]2[CH:34]=[CH:33][C:32](B3OC(C)(C)C(C)(C)O3)=[CH:31][CH:30]=2)=[O:27])[CH:21]=1>>[CH3:11][N:9]1[CH2:10][C:5]2[C:4]([N:12]3[CH2:17][CH2:16][O:15][CH2:14][C@@H:13]3[CH3:18])=[N:3][C:2]([C:32]3[CH:33]=[CH:34][C:29]([NH:28][C:26]([NH:25][C:22]4[CH:21]=[C:20]([CH3:19])[O:24][N:23]=4)=[O:27])=[CH:30][CH:31]=3)=[N:7][C:6]=2[CH2:8]1. Reported procedure: Method as intermediate 5 using (S)-4-(2-chloro-6-methyl-6,7-dihydro-5H-pyrrolo[3,4-d]pyrimidin-4-yl)-3-methylmorpholine (intermediate 12) and 1-(5-methylisoxazol-3-yl)-3-(4-(4,4,5,5-tetramethyl-1,3,2-dioxaborolan-2-yl)phenyl)urea (intermediate 15) as starting materials. Reactants: [N+](=O)([O-])C=1C=C(C=CC1NCCO)O (3-nitro-4-[N-(β-hydroxyethyl)-amino]-phenol), ClCC(CO)O (1-chloropropane-2,3-diol). Solvent: C([O-])([O-])=O.[Na+].[Na+] (sodium carbonate). Run at temperature 90 celsius. Yields the product OC(COC1=CC(=C(C=C1)NCCO)[N+](=O)[O-])CO (3-nitro-4-[N-(β-hydroxyethyl)-amino]-phenyl β,γ-dihydroxypropyl ether). Reaction SMILES: [N+:1]([C:4]1[CH:5]=[C:6]([OH:14])[CH:7]=[CH:8][C:9]=1[NH:10][CH2:11][CH2:12][OH:13])([O-:3])=[O:2].Cl[CH2:16][CH:17]([OH:20])[CH2:18][OH:19]>C(=O)([O-])[O-].[Na+].[Na+]>[OH:20][CH:17]([CH2:18][OH:19])[CH2:16][O:14][C:6]1[CH:7]=[CH:8][C:9]([NH:10][CH2:11][CH2:12][OH:13])=[C:4]([N+:1]([O-:3])=[O:2])[CH:5]=1 |f:2.3.4|. Reported procedure: 0.2 mol (39.6 g) of 3-nitro-4-[N-(β-hydroxyethyl)-amino]-phenol is dissolved in 125 ml of 2N sodium carbonate solution. 0.25 mol (27.5 g) of 1-chloropropane-2,3-diol is added to this solution, heated beforehand to about 90° C. Heating is maintained for a further 2 hours. After cooling, the reaction medium is extracted with ethyl acetate. After the solvent has been evaporated off to dryness, 29 g of the desired product are obtained in the form of orange crystals. The reactants are C#C[Mg+], CN(C)CCCOc1ccc(C=O)cc1, [Cl-], C1CCOC1, O. Product: C#CC(O)c1ccc(OCCCN(C)C)cc1. As a reaction SMILES: [C:17](#[CH:18])[Mg+:19].[CH3:1][N:2]([CH2:3][CH2:4][CH2:5][O:6][c:7]1[cH:8][cH:9][c:10]([CH:11]=[O:12])[cH:13][cH:14]1)[CH3:15].[Cl-:16].[O:21]1[CH2:22][CH2:23][CH2:24][CH2:25]1.[OH2:20]>>[CH3:1][N:2]([CH2:3][CH2:4][CH2:5][O:6][c:7]1[cH:8][cH:9][c:10]([CH:11]([OH:12])[C:17]#[CH:18])[cH:13][cH:14]1)[CH3:15]. Procedure: More specifically, dl-α-tocopherol is reacted with a reactive derivative of nicotinic acid such as nicotinic anhydride or nicotinic chloride in the presence of a hydrochloride and pyridine, and the resulting reaction product is post-treated and purified by column chromatography, whereby pure dl-α-tocopheryl nicotinate is obtained. Solvent: N1=CC=CC=C1 (pyridine). Yields the product CC1=C2C(=C(C(=C1C)OC(=O)C3=CN=CC=C3)C)CC[C@@](O2)(C)CCC[C@H](C)CCC[C@H](C)CCCC(C)C (dl-α-tocopheryl nicotinate). As a reaction SMILES: [CH3:1][C:2]1[C:11]([CH3:12])=[C:10]2[C:5]([CH2:6][CH2:7][C:8]([CH2:14][CH2:15][CH2:16][CH:17]([CH2:19][CH2:20][CH2:21][CH:22]([CH2:24][CH2:25][CH2:26][CH:27]([CH3:29])[CH3:28])[CH3:23])[CH3:18])([CH3:13])[O:9]2)=[C:4]([CH3:30])[C:3]=1[OH:31].[C:32](O)(=[O:39])[C:33]1[CH:38]=[CH:37][CH:36]=[N:35][CH:34]=1.C(OC(=O)C1C=CC=NC=1)(=O)C1C=CC=NC=1.C(Cl)(=O)C1C=CC=NC=1.Cl>N1C=CC=CC=1>[CH3:12][C:11]1[C:2]([CH3:1])=[C:3]([O:31][C:32]([C:33]2[CH:38]=[CH:37][CH:36]=[N:35][CH:34]=2)=[O:39])[C:4]([CH3:30])=[C:5]2[CH2:6][CH2:7][C@:8]([CH2:14][CH2:15][CH2:16][C@@H:17]([CH2:19][CH2:20][CH2:21][C@@H:22]([CH2:24][CH2:25][CH2:26][CH:27]([CH3:29])[CH3:28])[CH3:23])[CH3:18])([CH3:13])[O:9][C:10]=12. Starting materials: CC1=C(C(=C2CCC(OC2=C1C)(C)CCCC(C)CCCC(C)CCCC(C)C)C)O (dl-α-tocopherol), C(C1=CN=CC=C1)(=O)O (nicotinic acid), C(C1=CN=CC=C1)(=O)OC(C1=CN=CC=C1)=O (nicotinic anhydride), C(C1=CN=CC=C1)(=O)Cl (nicotinic chloride), Cl (hydrochloride).